From a dataset of the Open Reaction Database (ORD), a public repository of structured organic reaction records. describe an organic reaction: reactants, conditions, products, and yield Reactants: N#CCc1cccc(NC(=O)c2cccc(Br)n2)c1, OB(O)c1ccc(F)cc1. Yields the product N#CCc1cccc(NC(=O)c2cccc(-c3ccc(F)cc3)n2)c1. Reaction SMILES: [C:1](#[N:2])[CH2:3][c:4]1[cH:5][c:6]([NH:10][C:11](=[O:12])[c:13]2[n:14][c:15]([Br:19])[cH:16][cH:17][cH:18]2)[cH:7][cH:8][cH:9]1.[F:20][c:21]1[cH:22][cH:23][c:24]([B:27]([OH:28])[OH:29])[cH:25][cH:26]1>>[C:1](#[N:2])[CH2:3][c:4]1[cH:5][c:6]([NH:10][C:11](=[O:12])[c:13]2[n:14][c:15](-[c:24]3[cH:23][cH:22][c:21]([F:20])[cH:26][cH:25]3)[cH:16][cH:17][cH:18]2)[cH:7][cH:8][cH:9]1. The reactants are BrC1=CC=2C3=C(NC2C=N1)N=CC(=C3)C3=CC(=C(C=C3)CN3CCCCC3)OC (6-bromo-3-(3-methoxy-4-piperidin-1-ylmethylphenyl)-9H-dipyrido[2,3-b;4′,3′-d]pyrrole), CN1N=CC(=C1)B1OC(C(O1)(C)C)(C)C (1-methyl-4-(4,4,5,5-tetramethyl-1,3,2-dioxaborolan-2-yl)-1H-pyrazole), 1,1′-[bis(diphenylphosphino)ferrocene]dichloropalladium(II). Run in C([O-])([O-])=O.[Na+].[Na+] (sodium carbonate), C(C)#N (acetonitrile), C(C)(=O)OCC (ethyl acetate). Reaction conditions: temperature 130 celsius. Product: COC=1C=C(C=CC1CN1CCCCC1)C1=CC2=C(NC3=C2C=C(N=C3)C=3C=NN(C3)C)N=C1 (3-(3-Methoxy-4-piperidin-1-ylmethylphenyl)-6-(1-methyl-1H-pyrazol-4-yl)-9H-dipyrido[2,3-b;4′,3′-d]pyrrole). Isolated yield 17.3%. RXN SMILES: Br[C:2]1[N:10]=[CH:9][C:8]2[NH:7][C:6]3[N:11]=[CH:12][C:13]([C:15]4[CH:20]=[CH:19][C:18]([CH2:21][N:22]5[CH2:27][CH2:26][CH2:25][CH2:24][CH2:23]5)=[C:17]([O:28][CH3:29])[CH:16]=4)=[CH:14][C:5]=3[C:4]=2[CH:3]=1.[CH3:30][N:31]1[CH:35]=[C:34](B2OC(C)(C)C(C)(C)O2)[CH:33]=[N:32]1>C(=O)([O-])[O-].[Na+].[Na+].C(#N)C.C(OCC)(=O)C>[CH3:29][O:28][C:17]1[CH:16]=[C:15]([C:13]2[CH:12]=[N:11][C:6]3[NH:7][C:8]4[CH:9]=[N:10][C:2]([C:34]5[CH:33]=[N:32][N:31]([CH3:30])[CH:35]=5)=[CH:3][C:4]=4[C:5]=3[CH:14]=2)[CH:20]=[CH:19][C:18]=1[CH2:21][N:22]1[CH2:27][CH2:26][CH2:25][CH2:24][CH2:23]1 |f:2.3.4|. Reported procedure: A degassed mixture of 6-bromo-3-(3-methoxy-4-piperidin-1-ylmethylphenyl)-9H-dipyrido[2,3-b;4′,3′-d]pyrrole (350 mg, 0.78 mmol), 1-methyl-4-(4,4,5,5-tetramethyl-1,3,2-dioxaborolan-2-yl)-1H-pyrazole (242 mg, 1.16 mmol), 1,1′-[bis(diphenylphosphino)ferrocene]dichloropalladium(II) (64 mg, 0.08 mmol) in 2N aqueous sodium carbonate solution (8 mL) and acetonitrile (8 mL) was heated under microwave irradiation at 130° C. for 20 minutes. The cooled reaction mixture was diluted with ethyl acetate (75 mL)... The reactants are CCO, O=[N+]([O-])c1ccc(Cl)nc1Cl, NC1CCCCC1. The product is O=[N+]([O-])c1ccc(Cl)nc1NC1CCCCC1. As a reaction SMILES: [CH3:19][CH2:20][OH:21].[Cl:1][c:2]1[n:3][c:4]([Cl:11])[cH:5][cH:6][c:7]1[N+:8](=[O:9])[O-:10].[NH2:12][CH:13]1[CH2:14][CH2:15][CH2:16][CH2:17][CH2:18]1>>[c:2]1([NH:12][CH:13]2[CH2:14][CH2:15][CH2:16][CH2:17][CH2:18]2)[n:3][c:4]([Cl:11])[cH:5][cH:6][c:7]1[N+:8](=[O:9])[O-:10]. Reactants: [BH4-], CN(C)S(=O)(=O)c1cc(C(=O)CBr)ccc1Cl, CO, Cl, [Na+]. Yields the product CN(C)S(=O)(=O)c1cc(C(O)CBr)ccc1Cl. As a reaction SMILES: [BH4-:18].[Br:1][CH2:2][C:3](=[O:4])[c:5]1[cH:6][c:7]([S:12]([N:13]([CH3:14])[CH3:15])(=[O:16])=[O:17])[c:8]([Cl:11])[cH:9][cH:10]1.[CH3:21][OH:22].[ClH:20].[Na+:19]>>[Br:1][CH2:2][CH:3]([OH:4])[c:5]1[cH:6][c:7]([S:12]([N:13]([CH3:14])[CH3:15])(=[O:16])=[O:17])[c:8]([Cl:11])[cH:9][cH:10]1. The reactants are COC1=C(C=CC=C1)C=1C=C(C=O)C=C2C1OCO2 (3-(2-methoxyphenyl)-4,5-methylenedioxybenzaldehyde), ClC1=CC(=CC=C1)C(=O)OO (m-chloroperbenzoic acid). Solvent: C(Cl)Cl (CH2Cl2). Conditions: time 45 minute. The product is COC1=C(C=CC=C1)C=1C=C(C=C2C1OCO2)O (3-(2-methoxyphenyl)-4,5-methylenedioxyphenol). Isolated yield 67.8%. Reaction SMILES: [CH3:1][O:2][C:3]1[CH:8]=[CH:7][CH:6]=[CH:5][C:4]=1[C:9]1[CH:10]=[C:11]([CH:14]=[C:15]2[O:19][CH2:18][O:17][C:16]=12)C=O.ClC1C=CC=C(C(OO)=[O:28])C=1>C(Cl)Cl>[CH3:1][O:2][C:3]1[CH:8]=[CH:7][CH:6]=[CH:5][C:4]=1[C:9]1[CH:10]=[C:11]([OH:28])[CH:14]=[C:15]2[O:19][CH2:18][O:17][C:16]=12. Procedure: A solution of 3-(2-methoxyphenyl)-4,5-methylenedioxybenzaldehyde (0.850 g, 3.32 mmol), m-chloroperbenzoic acid (1.431 g, 8.29 mmol) in CH2Cl2 (25 mL) was heated to reflux overnight. The resulting orange mixture was evaporated, dissolved into MeOH (15 mL) and 2.5 M NaOH (6 mL) and stirred for 45 minutes. The dark mixture was diluted with ethyl acetate and acidified with 1.0 N HCl. The layers were separated and the organics washed successively with water, 0.5 M NaHCO3, water, brine and dried (MgSO... Reactants: BrC1=CC=C2C(=NN(C2=C1)COCC[Si](C)(C)C)S(=O)(=O)C (6-bromo-3-(methylsulfonyl)-1-({[2-(trimethylsilyl)ethyl]oxy}methyl)-1H-indazole), BrC1=CC=C2C(=NN(C2=C1)COCC[Si](C)(C)C)S(=O)(=O)C (6-bromo-3-(methylsulfonyl)-1-({[2-(trimethylsilyl)ethyl]oxy}methyl)-1H-indazole), C1(CC1)NC(C1=CC(=C(C(=C1)B1OC(C(O1)(C)C)(C)C)C)F)=O (N-cyclopropyl-3-fluoro-4-methyl-5-(4,4,5,5-tetramethyl-1,3,2-dioxaborolan-2-yl)benzamide), C1(CC1)NC(C1=CC(=C(C(=C1)B1OC(C(O1)(C)C)(C)C)C)F)=O (N-cyclopropyl-3-fluoro-4-methyl-5-(4,4,5,5-tetramethyl-1,3,2-dioxaborolan-2-yl)benzamide), C([O-])([O-])=O.[Na+].[Na+] (sodium carbonate). The reagents and catalysts are C=1C=CC(=CC1)[P](C=2C=CC=CC2)(C=3C=CC=CC3)[Pd]([P](C=4C=CC=CC4)(C=5C=CC=CC5)C=6C=CC=CC6)([P](C=7C=CC=CC7)(C=8C=CC=CC8)C=9C=CC=CC9)[P](C=1C=CC=CC1)(C=1C=CC=CC1)C=1C=CC=CC1 (tetrakis(triphenylphosphine)palladium(0)). Run in C(C)(C)O (isopropanol). The product is C1(CC1)NC(C1=CC(=C(C(=C1)C1=CC=C2C(=NN(C2=C1)COCC[Si](C)(C)C)S(=O)(=O)C)C)F)=O (N-Cyclopropyl-3-fluoro-4-methyl-5-[3-(methylsulfonyl)-1-({[2-(trimethylsilyl)ethyl]oxy}methyl)-1H-indazol-6-yl]benzamide). The yield is 66.1%. Reaction SMILES: Br[C:2]1[CH:10]=[C:9]2[C:5]([C:6]([S:19]([CH3:22])(=[O:21])=[O:20])=[N:7][N:8]2[CH2:11][O:12][CH2:13][CH2:14][Si:15]([CH3:18])([CH3:17])[CH3:16])=[CH:4][CH:3]=1.[CH:23]1([NH:26][C:27](=[O:45])[C:28]2[CH:33]=[C:32](B3OC(C)(C)C(C)(C)O3)[C:31]([CH3:43])=[C:30]([F:44])[CH:29]=2)[CH2:25][CH2:24]1.C(=O)([O-])[O-].[Na+].[Na+]>C(O)(C)C.C1C=CC([P]([Pd]([P](C2C=CC=CC=2)(C2C=CC=CC=2)C2C=CC=CC=2)([P](C2C=CC=CC=2)(C2C=CC=CC=2)C2C=CC=CC=2)[P](C2C=CC=CC=2)(C2C=CC=CC=2)C2C=CC=CC=2)(C2C=CC=CC=2)C2C=CC=CC=2)=CC=1>[CH:23]1([NH:26][C:27](=[O:45])[C:28]2[CH:33]=[C:32]([C:2]3[CH:10]=[C:9]4[C:5]([C:6]([S:19]([CH3:22])(=[O:21])=[O:20])=[N:7][N:8]4[CH2:11][O:12][CH2:13][CH2:14][Si:15]([CH3:18])([CH3:17])[CH3:16])=[CH:4][CH:3]=3)[C:31]([CH3:43])=[C:30]([F:44])[CH:29]=2)[CH2:24][CH2:25]1 |f:2.3.4,^1:59,61,80,99|. Reported procedure: A mixture of 6-bromo-3-(methylsulfonyl)-1-({[2-(trimethylsilyl)ethyl]oxy}methyl)-1H-indazole (Intermediate 76) (0.18 g) N-cyclopropyl-3-fluoro-4-methyl-5-(4,4,5,5-tetramethyl-1,3,2-dioxaborolan-2-yl)benzamide (Intermediate 62) (0.14 g) aqueous sodium carbonate (1M, 1.32 ml) and tetrakis(triphenylphosphine)palladium(0) (0.01 g) in isopropanol (2 ml) was stirred at reflux under nitrogen for 18 h. The mixture was concentrated under vacuum and the residue was purified by column chromatography on sil... The reactants are COC(=S)CCCc1nnnn1C, Cl, O. Product: Cn1nnnc1CCCC(O)=S. As a reaction SMILES: [CH3:2][n:3]1[n:4][n:5][n:6][c:7]1[CH2:8][CH2:9][CH2:10][C:11](=[S:12])[O:13][CH3:14].[ClH:1].[OH2:15]>>[CH3:2][n:3]1[n:4][n:5][n:6][c:7]1[CH2:8][CH2:9][CH2:10][C:11](=[S:12])[OH:13].